Dataset: the Open Reaction Database (ORD), a public repository of structured organic reaction records. Task: describe an organic reaction: reactants, conditions, products, and yield The reactants are [H-].[Na+] (sodium hydride), COC(C(C1=CC=C(C=C1)O)=O)=O (4-hydroxy-alpha-oxobenzeneacetic acid methyl ester), ClCC=1OC2=C(C1)C=CC=C2 (2-chloromethylbenzofuran). Run in O (water), CN(C=O)C (dimethylformamide). Conditions: time 10 minute. The product is O1C(=CC2=C1C=CC=C2)COC2=CC=C(C=C2)C(C(=O)O)=O (4-[[2-benzofuranyl)methoxy]-alpha-oxobenzeneacetic acid). As a reaction SMILES: C[O:2][C:3](=[O:13])[C:4](=[O:12])[C:5]1[CH:10]=[CH:9][C:8]([OH:11])=[CH:7][CH:6]=1.[H-].[Na+].Cl[CH2:17][C:18]1[O:19][C:20]2[CH:26]=[CH:25][CH:24]=[CH:23][C:21]=2[CH:22]=1>CN(C)C=O.O>[O:19]1[C:20]2[CH:26]=[CH:25][CH:24]=[CH:23][C:21]=2[CH:22]=[C:18]1[CH2:17][O:11][C:8]1[CH:9]=[CH:10][C:5]([C:4](=[O:12])[C:3]([OH:2])=[O:13])=[CH:6][CH:7]=1 |f:1.2|. Procedure: A stirred mixture of 4-hydroxy-alpha-oxobenzeneacetic acid methyl ester (1.52 g) in dimethylformamide (10 mL) under argon was treated with 55% sodium hydride (0.405 g), stirred for 10 minutes and treated with 2-chloromethylbenzofuran (1.4 g). The mixture was stirred at room temperature under argon for 3 hours, diluted with water, and extracted with ethyl acetate. Evaporation of the organic extracts provided crude methyl ester as a liquid. Treatment of a portion of this ester (1.02 g) with potass... The reactants are C(CC)OC(=O)N1CCN(CC1)C([C@H](CCC(=O)OC(C)(C)C)NC(=O)OCC1=CC=CC=C1)=O (4-((S)-2-Benzyloxycarbonylamino-4-tert-butoxycarbonyl-butyryl)-piperazine-1-carboxylic acid propyl ester). Reagents/catalysts: [Pd] (Pd/C). The solvent is C(C)(=O)OCC (ethyl acetate). Run at time 12 hour. The product is C(CC)OC(=O)N1CCN(CC1)C([C@H](CCC(=O)OC(C)(C)C)N)=O (4-((S)-2-Amino-4-tert-butoxycarbonyl-butyryl)-piperazine-1-carboxylic acid propyl ester). RXN SMILES: [CH2:1]([O:4][C:5]([N:7]1[CH2:12][CH2:11][N:10]([C:13](=[O:35])[C@@H:14]([NH:24]C(OCC2C=CC=CC=2)=O)[CH2:15][CH2:16][C:17]([O:19][C:20]([CH3:23])([CH3:22])[CH3:21])=[O:18])[CH2:9][CH2:8]1)=[O:6])[CH2:2][CH3:3]>C(OCC)(=O)C.[Pd]>[CH2:1]([O:4][C:5]([N:7]1[CH2:12][CH2:11][N:10]([C:13](=[O:35])[C@@H:14]([NH2:24])[CH2:15][CH2:16][C:17]([O:19][C:20]([CH3:23])([CH3:22])[CH3:21])=[O:18])[CH2:9][CH2:8]1)=[O:6])[CH2:2][CH3:3]. Procedure details: To a solution of 15.8 g 4-((S)-2-Benzyloxycarbonylamino-4-tert-butoxycarbonyl-butyryl)-piperazine-1-carboxylic acid propyl ester in 100 ml ethyl acetate were added 0.4 g Pd/C (10%) and the suspension stirred under an atmosphere of hydrogen (3 bar) for 12 h. The reaction mixture was filtrated over a plug of Celite, washed with ethanol and concentrated to give the crude product which was used in the subsequent reaction. Yield: 10.2 g. The reactants are COC(=O)c1cc(Cl)ccc1NC(=O)COCC(=O)O, CC(N)c1cccc2ccccc12. The product is COC(=O)c1cc(Cl)ccc1NC(=O)COCC(=O)NC(C)c1cccc2ccccc12. Reaction SMILES: [Cl:1][c:2]1[cH:3][c:4]([C:17](=[O:18])[O:19][CH3:20])[c:5]([NH:8][C:9]([CH2:10][O:11][CH2:12][C:13](=[O:14])[OH:15])=[O:16])[cH:6][cH:7]1.[c:21]1([CH:31]([CH3:32])[NH2:33])[cH:22][cH:23][cH:24][c:25]2[cH:26][cH:27][cH:28][cH:29][c:30]12>>[Cl:1][c:2]1[cH:3][c:4]([C:17](=[O:18])[O:19][CH3:20])[c:5]([NH:8][C:9]([CH2:10][O:11][CH2:12][C:13](=[O:15])[NH:33][CH:31]([c:21]2[cH:22][cH:23][cH:24][c:25]3[cH:26][cH:27][cH:28][cH:29][c:30]23)[CH3:32])=[O:16])[cH:6][cH:7]1.